The task is: describe an organic reaction: reactants, conditions, products, and yield. This data is from the Open Reaction Database (ORD), a public repository of structured organic reaction records. Reactants: C1=CCC=CC1 (1,4-cyclohexadiene), C1(=CC=CC=C1)COC(NCCCN(C1=C(C(C1=O)=O)OCC)CCP(=O)(OCC)OCC)=O ([3-[[2-(diethoxyphosphinyl)ethyl](2-ethoxy-3,4-dioxo-1-cyclobuten-1-yl)-amino]propyl]carbamic acid phenylmethyl ester). Reagents/catalysts: [Pd] (palladium on carbon). The solvent is C(C)O (ethanol). Run at time 5 hour. The product is O.C(C)OP(OCC)(=O)CCN1C=2C(C(C2NCCC1)=O)=O.O=C1C=2NCCCN(C2C1=O)CCP(OCC)(OCC)=O ([2-(8,9-dioxo-2,6-diazabicyclo[5.2.0]non-1(7)-en-2-yl)ethyl]phosphonic acid diethyl ester hemihydrate). The yield is 60.0%. Reaction SMILES: C1(C[O:8]C(=O)[NH:10][CH2:11][CH2:12][CH2:13][N:14]([CH2:24][CH2:25][P:26]([O:31][CH2:32][CH3:33])([O:28][CH2:29][CH3:30])=[O:27])[C:15]2[C:18](=[O:19])[C:17](=[O:20])[C:16]=2OCC)C=CC=CC=1.C1CC=CCC=1>[Pd].C(O)C>[OH2:8].[CH2:29]([O:28][P:26]([CH2:25][CH2:24][N:14]1[CH2:13][CH2:12][CH2:11][NH:10][C:16]2[C:17](=[O:20])[C:18](=[O:19])[C:15]1=2)(=[O:27])[O:31][CH2:32][CH3:33])[CH3:30].[O:20]=[C:17]1[C:18](=[O:19])[C:15]2[N:14]([CH2:24][CH2:25][P:26](=[O:27])([O:31][CH2:32][CH3:33])[O:28][CH2:29][CH3:30])[CH2:13][CH2:12][CH2:11][NH:10][C:16]1=2 |f:4.5.6|. Reported procedure: To a flask containing 10% palladium on carbon (2.11 g) under nitrogen was added [3-[[2-(diethoxyphosphinyl)ethyl](2-ethoxy-3,4-dioxo-1-cyclobuten-1-yl)-amino]propyl]carbamic acid phenylmethyl ester (2.11 g, 4.2 mmol) in absolute ethanol (180 mL), followed by 1,4-cyclohexadiene (4.3 mL, 45 mmol). After stirring for 5 hours, the reaction mixture was filtered through Celite® and concentrated in vacuo to yield a crude solid, which was recrystallized from methanol and ethyl acetate (total volume=20 m... Starting materials: COC=1C=C(C=O)C=C(C1OC)I (3,4-dimethoxy-5-iodobenzaldehyde), C(CCO)O (1,3-propanediol), C1(=CC=C(C=C1)S(=O)(=O)[O-])C.[NH+]1=CC=CC=C1 (pyridinium para-toluenesulfonate), C1=CC=CC=C1 (benzene). The solvent is C1=CC=CC=C1.O (benzene water). Yields the product COC=1C=C(C=C(C1OC)I)C1OCCCO1 (2-(3,4-dimethoxy-5-iodophenyl)-1,3-dioxane). As a reaction SMILES: [CH3:1][O:2][C:3]1[CH:4]=[C:5]([CH:8]=[C:9]([I:13])[C:10]=1[O:11][CH3:12])[CH:6]=[O:7].[CH2:14](O)[CH2:15][CH2:16][OH:17].C1(C)C=CC(S([O-])(=O)=O)=CC=1.[NH+]1C=CC=CC=1.C1C=CC=CC=1>C1C=CC=CC=1.O>[CH3:1][O:2][C:3]1[CH:4]=[C:5]([CH:6]2[O:17][CH2:16][CH2:15][CH2:14][O:7]2)[CH:8]=[C:9]([I:13])[C:10]=1[O:11][CH3:12] |f:2.3,5.6|. Reported procedure: 3,4-dimethoxy-5-iodobenzaldehyde (41) (FIG. 22) (5.814 g,19.9 mmole), 1,3-propanediol (6.13 g, 79.6 mmole), pyridinium para-toluenesulfonate (2.0 g, 7.96 mmole) and 100 ml dry benzene were refluxed with Dean-Stark removal of the benzene-water azeotrope overnight. The benzene was removed in vacuo and the remaining oil redissolved in diethyl ether and was washed with 10% NaHCO3 and H2O. The organic layer was washed over MgSO4, and concentrated to a white solid in vacuo. (6.823 g, 98%). The solid c... Reactants: OC1=C2C(=NC=C1C(=O)OCC)CCCCCCCCCC2 (ethyl 5,6,7,8,9,10,11,12,13,14-decahydro-4-hydroxycyclododeca[b]pyridine-3-carboxylate), P(=O)(Cl)(Cl)Cl (phosphorus oxychloride). The product is ClC1=C2C(=NC=C1C(=O)OCC)CCCCCCCCCC2 (ethyl 4-chloro-5,6,7,8,9,10,11,12,13,14-decahydrocyclododeca[b]pyridine-3-carboxylate). Reaction SMILES: O[C:2]1[C:7]([C:8]([O:10][CH2:11][CH3:12])=[O:9])=[CH:6][N:5]=[C:4]2[CH2:13][CH2:14][CH2:15][CH2:16][CH2:17][CH2:18][CH2:19][CH2:20][CH2:21][CH2:22][C:3]=12.P(Cl)(Cl)([Cl:25])=O>>[Cl:25][C:2]1[C:7]([C:8]([O:10][CH2:11][CH3:12])=[O:9])=[CH:6][N:5]=[C:4]2[CH2:13][CH2:14][CH2:15][CH2:16][CH2:17][CH2:18][CH2:19][CH2:20][CH2:21][CH2:22][C:3]=12. Procedure details: A solution of 2 g of ethyl 5,6,7,8,9,10,11,12,13,14-decahydro-4-hydroxycyclododeca[b]pyridine-3-carboxylate in 25 ml phosphorus oxychloride is refluxed for 2 hours and evaporated to dryness under reduced pressure. The residue is dissolved in methylene chloride, treated with ice and basified with saturated sodium carbonate solution. The layers are separated, the aqueous phase re-extracted with methylene chloride, and the combined organic layers dried with magnesium sulfate, filtered, and evaporat... Starting materials: CCCCc1n[nH]c(=S)n1Cc1ccc(-c2ccccc2C#N)cc1, COCCO, CCN(C(C)C)C(C)C, BrCC1CCCCC1. The product is CCCCc1nnc(SCC2CCCCC2)n1Cc1ccc(-c2ccccc2C#N)cc1. As a reaction SMILES: [CH2:1]([CH2:2][CH2:3][CH3:4])[c:5]1[n:6]([CH2:11][c:12]2[cH:13][cH:14][c:15](-[c:18]3[c:19]([C:24]#[N:25])[cH:20][cH:21][cH:22][cH:23]3)[cH:16][cH:17]2)[c:7](=[S:10])[nH:8][n:9]1.[CH3:43][O:44][CH2:45][CH2:46][OH:47].[CH:26]([N:27]([CH2:28][CH3:29])[CH:30]([CH3:31])[CH3:32])([CH3:33])[CH3:34].[CH:35]1([CH2:41][Br:42])[CH2:36][CH2:37][CH2:38][CH2:39][CH2:40]1>>[CH2:1]([CH2:2][CH2:3][CH3:4])[c:5]1[n:6]([CH2:11][c:12]2[cH:13][cH:14][c:15](-[c:18]3[c:19]([C:24]#[N:25])[cH:20][cH:21][cH:22][cH:23]3)[cH:16][cH:17]2)[c:7]([S:10][CH2:41][CH:35]2[CH2:36][CH2:37][CH2:38][CH2:39][CH2:40]2)[n:8][n:9]1. Reactants: OC1N(C(C2=CC=CC=C12)=O)C1=CC=CC=C1 (3-hydroxy-2-phenyl-isoindolin-1-one), C(CCl)O (glycol monochlorohydrin), O (water). The reagents and catalysts are C1(=CC=C(C=C1)S(=O)(=O)O)C (p-toluenesulphonic acid). Run in C(C)(C)OC(C)C (diisopropyl ether), C1(=CC=CC=C1)C (toluene). Yields the product ClCCOC1N(C(C2=CC=CC=C12)=O)C1=CC=CC=C1 (3-(2-chloroethoxy)-2-phenyl-isoindolin-1-one). Yield: 73.0%. Reaction SMILES: [OH:1][CH:2]1[C:10]2[C:5](=[CH:6][CH:7]=[CH:8][CH:9]=2)[C:4](=[O:11])[N:3]1[C:12]1[CH:17]=[CH:16][CH:15]=[CH:14][CH:13]=1.[CH2:18](O)[CH2:19][Cl:20].O>C1(C)C=CC=CC=1.C(OC(C)C)(C)C.C1(C)C=CC(S(O)(=O)=O)=CC=1>[Cl:20][CH2:19][CH2:18][O:11][CH:4]1[C:5]2[C:10](=[CH:9][CH:8]=[CH:7][CH:6]=2)[C:2](=[O:1])[N:3]1[C:12]1[CH:17]=[CH:16][CH:15]=[CH:14][CH:13]=1. Reported procedure: 3-(2-Chloroethoxy)-2-phenyl-isoindolin-1-one can be obtained by refluxing a solution of 3-hydroxy-2-phenyl-isoindolin-1-one (22.5 g.) and glycol monochlorohydrin (7.7 g.) in anhydrous toluene (200 cc.) in the presence of p-toluenesulphonic acid (0.5 g.) in a Dean-Stark apparatus. Heating is continued until all the water formed has been entrained azeotropically. The cooled reaction mixture is then washed with 2N sodium hydroxide solution (50 cc.) and then with water (2 × 50 cc.). The organic solu...